Dataset: the Open Reaction Database (ORD), a public repository of structured organic reaction records. Task: describe an organic reaction: reactants, conditions, products, and yield The reactants are C[C@@H](CCS(=O)(=O)[O-])CCCS(=O)(=O)[O-] ((R)-2-Methylbutane-1,4-diyldimethanesulfonate), C[C@@H](CCS(=O)(=O)[O-])CCCS(=O)(=O)[O-] ((R)-2-Methylbutane-1,4-diyldimethanesulfonate), N[C@H](CO)C ((S)-2-aminopropan-1-ol). Run in C(Cl)Cl (DCM), C(=O)([O-])[O-].[K+].[K+] (K2CO3), O (water). Run at time 24 hour. Yields the product C[C@H]1CN(CC1)[C@H](CO)C ((S)-2-((R)-3-methylpyrrolidin-1-yl)propan-1-ol). Isolated yield 86.8%. As a reaction SMILES: [CH3:1][C@H:2]([CH2:9]CCS([O-])(=O)=O)[CH2:3][CH2:4]S([O-])(=O)=O.[NH2:16][C@@H:17]([CH3:20])[CH2:18][OH:19]>C(Cl)Cl.C([O-])([O-])=O.[K+].[K+].O>[CH3:1][C@@H:2]1[CH2:3][CH2:4][N:16]([C@@H:17]([CH3:20])[CH2:18][OH:19])[CH2:9]1 |f:3.4.5|. Procedure: (R)-2-Methylbutane-1,4-diyldimethanesulfonate (37.5 g, 0.144 mol, from step 2 of Intermediate 11) was added to neat (S)-2-aminopropan-1-ol (54.8 g, 0.730 mol). The mixture was stirred in a room temperature water bath to minimize the exotherm. After 24 h, the reaction was diluted with DCM (150 mL), sat'd K2CO3 solution (150 mL), and just enough water (60 mL) to dissolve the resulting ppt. The organic layer was separated, and the aqueous layer was extracted with DCM (150 mL). The organic layers we... As a reaction SMILES: FC(F)(F)C1C=CC(C[O:8][C:9](=[O:29])[C:10]2[CH:15]=[CH:14][C:13]([O:16][CH2:17][C:18]3[CH:23]=[CH:22][C:21]([C:24]([F:27])([F:26])[F:25])=[CH:20][CH:19]=3)=[C:12](F)[CH:11]=2)=CC=1.[F:34]C(F)(F)C1C=CC(COC(=O)C2C=CC(OCC3C=CC(F)=CC=3)=C(F)C=2)=CC=1>>[F:34][C:11]1[CH:12]=[C:13]([O:16][CH2:17][C:18]2[CH:23]=[CH:22][C:21]([C:24]([F:27])([F:26])[F:25])=[CH:20][CH:19]=2)[CH:14]=[CH:15][C:10]=1[C:9]([OH:8])=[O:29]. Yield: 90.0%. Product: FC1=C(C(=O)O)C=CC(=C1)OCC1=CC=C(C=C1)C(F)(F)F (Fluoro-4-(4-trifluoromethyl-benzyloxy)-benzoic acid). Procedure details: As described for example 18b, 3-fluoro-4-(4-trifluoromethyl-benzyloxy)-benzoic acid 4-trifluoromethyl-benzyl ester (5.3 g, 11 mmol) [instead of 3-fluoro-4-(4-fluoro-benzyloxy)-benzoic acid 4-trifluoromethyl-benzyl ester] was converted to the title compound (3.1 g, 90%) which was obtained as a white solid. MS: m/e=312.9 (M−H−). Reactants: FC(C1=CC=C(COC(C2=CC(=C(C=C2)OCC2=CC=C(C=C2)C(F)(F)F)F)=O)C=C1)(F)F (3-fluoro-4-(4-trifluoromethyl-benzyloxy)-benzoic acid 4-trifluoromethyl-benzyl ester), FC(C1=CC=C(COC(C2=CC(=C(C=C2)OCC2=CC=C(C=C2)F)F)=O)C=C1)(F)F (3-fluoro-4-(4-fluoro-benzyloxy)-benzoic acid 4-trifluoromethyl-benzyl ester). Reactants: [Li+].[OH-] (LiOH), ClC=1C=C(C=CC1OC1=C(C2=C(N(C(=N2)C)S(=O)(=O)C2=C(C=C(C=C2)Cl)Cl)C=C1)NS(=O)(=O)C1=C(C=C(C=C1)Cl)Cl)CC(=O)OC (methyl 2-(3-chloro-4-(4-(2,4-dichlorophenylsulfonamido)-1-(2,4-dichlorophenylsulfonyl)-2-methyl-1H-benzo[d]imidazol-5-yloxy)phenyl)acetate), Cl (HCl). Run in O (water), O1CCCC1 (tetrahydrofuran). Reaction conditions: temperature 50 celsius, time 3 hour. The product is ClC=1C=C(C=CC1OC1=C(C2=C(NC(=N2)C)C=C1)NS(=O)(=O)C1=C(C=C(C=C1)Cl)Cl)CC(=O)O (2-(3-Chloro-4-(4-(2,4-dichlorophenylsulfonamido)-2-methyl-1H-benzo[d]imidazol-5-yloxy)phenyl)acetic acid). As a reaction SMILES: [Cl:1][C:2]1[CH:3]=[C:4]([CH2:42][C:43]([O:45]C)=[O:44])[CH:5]=[CH:6][C:7]=1[O:8][C:9]1[CH:29]=[CH:28][C:12]2[N:13](S(C3C=CC(Cl)=CC=3Cl)(=O)=O)[C:14]([CH3:16])=[N:15][C:11]=2[C:10]=1[NH:30][S:31]([C:34]1[CH:39]=[CH:38][C:37]([Cl:40])=[CH:36][C:35]=1[Cl:41])(=[O:33])=[O:32].[Li+].[OH-].Cl>O1CCCC1.O>[Cl:1][C:2]1[CH:3]=[C:4]([CH2:42][C:43]([OH:45])=[O:44])[CH:5]=[CH:6][C:7]=1[O:8][C:9]1[CH:29]=[CH:28][C:12]2[NH:13][C:14]([CH3:16])=[N:15][C:11]=2[C:10]=1[NH:30][S:31]([C:34]1[CH:39]=[CH:38][C:37]([Cl:40])=[CH:36][C:35]=1[Cl:41])(=[O:32])=[O:33] |f:1.2|. Reported procedure: Under an N2 atmosphere, methyl 2-(3-chloro-4-(4-(2,4-dichlorophenylsulfonamido)-1-(2,4-dichlorophenylsulfonyl)-2-methyl-1H-benzo[d]imidazol-5-yloxy)phenyl)acetate (0.097 g, 0.127 mmol) was dissolved in tetrahydrofuran (1.5 mL) and 1 N LiOH (1.5 mL) was added. The reaction was stirred at 50° C. for 3 h. The reaction was diluted with water, made acidic with 1N HCl to pH 4, and extracted with ethyl acetate. The organic layer was dried (Na2SO4), filtered, and concentrated in vacuo to afford the titl... The reactants are CS(N)(=O)=O, CCN=C=NCCCN(C)C, CO, CN(C)c1ccncc1, Cc1cccc(C(=O)NC2(C(=O)O)Cc3ccccc3C2)c1OC1CCC1, ClCCl, Cl. Yields the product Cc1cccc(C(=O)NC2(C(=O)NS(C)(=O)=O)Cc3ccccc3C2)c1OC1CCC1. As a reaction SMILES: [CH3:28][S:29](=[O:30])(=[O:31])[NH2:32].[CH3:34][N:35]([CH3:36])[CH2:37][CH2:38][CH2:39][N:40]=[C:41]=[N:42][CH2:43][CH3:44].[CH3:45][OH:46].[CH3:47][N:48]([CH3:49])[c:50]1[cH:51][cH:52][n:53][cH:54][cH:55]1.[CH:1]1([O:5][c:6]2[c:7]([C:8](=[O:9])[NH:10][C:11]3([C:20](=[O:21])[OH:22])[CH2:12][c:13]4[cH:14][cH:15][cH:16][cH:17][c:18]4[CH2:19]3)[cH:23][cH:24][cH:25][c:26]2[CH3:27])[CH2:2][CH2:3][CH2:4]1.[Cl:56][CH2:57][Cl:58].[ClH:33]>>[CH:1]1([O:5][c:6]2[c:7]([C:8](=[O:9])[NH:10][C:11]3([C:20](=[O:21])[NH:32][S:29]([CH3:28])(=[O:30])=[O:31])[CH2:12][c:13]4[cH:14][cH:15][cH:16][cH:17][c:18]4[CH2:19]3)[cH:23][cH:24][cH:25][c:26]2[CH3:27])[CH2:2][CH2:3][CH2:4]1. The reactants are CC(CC(C/C=1/C(CCCCC\C1)=O)=O)(C)C ((Z)-2-(4,4-Dimethyl-2-oxo-pentyl)-cyclooct-2-enone), O (water), O.NN (hydrazine monohydrate), C(C)(=O)O (acetic acid). Solvent: C(C)O (ethanol). Reaction conditions: temperature 105 celsius. Product: CC(CC1=CC2=C(N=N1)CCCCCC2)(C)C (3-(2,2-dimethyl-propyl)-5,6,7,8,9,10-hexahydro-cycloocta[c]pyridazine). As a reaction SMILES: [CH3:1][C:2]([CH3:17])([CH3:16])[CH2:3][C:4](=O)[CH2:5][C:6]1[C:7](=O)[CH2:8][CH2:9][CH2:10][CH2:11][CH2:12][CH:13]=1.O.O.[NH2:20][NH2:21].C(O)(=O)C>C(O)C>[CH3:1][C:2]([CH3:17])([CH3:16])[CH2:3][C:4]1[N:21]=[N:20][C:13]2[CH2:12][CH2:11][CH2:10][CH2:9][CH2:8][CH2:7][C:6]=2[CH:5]=1 |f:2.3|. Procedure: A solution of (Z)-2-(4,4-Dimethyl-2-oxo-pentyl)-cyclooct-2-enone (0.07 g) in ethanol (6 ml) was treated at RT with water (1.5 ml), hydrazine monohydrate (0.07 ml) and acetic acid (1.5 ml), and the mixture was then heated to reflux for 12 h (oil bath temperature: 105° C.). The reaction mixture was partitioned between water and AcOEt. The combined organic layers were washed with 2M aqueous KHCO3, dried over Na2SO4, filtered and evaporated. The residue was purified by flash chromatography (heptane/... The reactants are Cc1ccnc2c1C(=O)CC(c1cc(Br)sc1Br)C2, CCO, Cl, N=C(NN)NO, Cc1ccc(S(=O)(=O)[O-])cc1. The product is Cc1ccnc2c1C(=NNC(=N)NO)CC(c1cc(Br)sc1Br)C2, Cl. As a reaction SMILES: [Br:1][c:2]1[s:3][c:4]([Br:19])[cH:5][c:6]1[CH:7]1[CH2:8][C:9](=[O:18])[c:10]2[c:11]([CH3:17])[cH:12][cH:13][n:14][c:15]2[CH2:16]1.[CH3:38][CH2:39][OH:40].[ClH:37].[NH2:20][NH:21][C:22](=[NH:23])[NH:24][OH:25].[c:26]1([CH3:27])[cH:28][cH:29][c:30]([S:31]([O-:32])(=[O:33])=[O:34])[cH:35][cH:36]1>>[Br:1][c:2]1[s:3][c:4]([Br:19])[cH:5][c:6]1[CH:7]1[CH2:8][C:9](=[N:20][NH:21][C:22](=[NH:23])[NH:24][OH:25])[c:10]2[c:11]([CH3:17])[cH:12][cH:13][n:14][c:15]2[CH2:16]1.[ClH:37].